From a dataset of the Open Reaction Database (ORD), a public repository of structured organic reaction records. describe an organic reaction: reactants, conditions, products, and yield The reactants are COc1cc2ncnc(Cl)c2cc1OC(C)=O, CC(C)O, Cl, Cc1ccc(NC(=O)c2ccnc(N3CCOCC3)c2)cc1N. Product: Cl, Cl, COc1cc2ncnc(Nc3cc(NC(=O)c4ccnc(N5CCOCC5)c4)ccc3C)c2cc1OC(C)=O. RXN SMILES: [C:25]([CH3:26])(=[O:27])[O:28][c:29]1[cH:30][c:31]2[c:32]([Cl:41])[n:33][cH:34][n:35][c:36]2[cH:37][c:38]1[O:39][CH3:40].[CH:42]([OH:43])([CH3:44])[CH3:45].[ClH:24].[NH2:1][c:2]1[cH:3][c:4]([NH:9][C:10](=[O:11])[c:12]2[cH:13][c:14]([N:18]3[CH2:19][CH2:20][O:21][CH2:22][CH2:23]3)[n:15][cH:16][cH:17]2)[cH:5][cH:6][c:7]1[CH3:8]>>[ClH:24].[ClH:41].[NH:1]([c:2]1[cH:3][c:4]([NH:9][C:10](=[O:11])[c:12]2[cH:13][c:14]([N:18]3[CH2:19][CH2:20][O:21][CH2:22][CH2:23]3)[n:15][cH:16][cH:17]2)[cH:5][cH:6][c:7]1[CH3:8])[c:32]1[c:31]2[cH:30][c:29]([O:28][C:25]([CH3:26])=[O:27])[c:38]([O:39][CH3:40])[cH:37][c:36]2[n:35][cH:34][n:33]1. Reactants: O1C(=CC=C1)C=CCCCC(=O)O (6-(2-Furyl)-5-hexenoic acid), Intermediate 15. Run in CCOCC (ether). Conditions: time 1.5 hour. Product: O1C(=CC=C1)C=CCCCCO (6-(2-Furyl)-5-hexenol), oil. As a reaction SMILES: [O:1]1[CH:5]=[CH:4][CH:3]=[C:2]1[CH:6]=[CH:7][CH2:8][CH2:9][CH2:10][C:11](O)=[O:12]>CCOCC>[O:1]1[CH:5]=[CH:4][CH:3]=[C:2]1[CH:6]=[CH:7][CH2:8][CH2:9][CH2:10][CH2:11][OH:12]. Procedure: 6-(2-Furyl)-5-hexenoic acid (3.6 g) in ether (25 ml) was reduced according to the method of Intermediate 15, except that the reaction time was 1.5 h, and there was no purification by FCC. The title compound was obtained as a pale yellow oil (2.89 g), t.l.c. (hexane-ether 1:1) Rf 0.17. The reactants are OC1=CC=C(C(=O)O)C=C1 (p-Hydroxybenzoic acid), ClS(=O)(=O)O (chlorosulfonic acid). Product: ClS(=O)(=O)C=1C=C(C(=O)O)C=CC1O (3-Chlorosulfonyl-4-Hydroxybenzoic Acid). Reported procedure: 55 g of p-Hydroxybenzoic acid (I) (Aldrich) was added in small portions to 545 g of chlorosulfonic acid (Aldrich) while stirring at room temperature. After 18 hours the reaction mixture was poured in a thin stream upon crushed ice (5 liters). The product was filtered and the precipitate dissolved in ethyl acetate. The solution was then washed with brine, dried with magnesium sulfate, filtered and evaporated to yield 65 g of 3-chlorosulfonyl-4-hydroxybenzoic acid (II), m.p. 181°-182° C. Yield: 69.0%. The solvent is ice. As a reaction SMILES: [OH:1][C:2]1[CH:10]=[CH:9][C:5]([C:6]([OH:8])=[O:7])=[CH:4][CH:3]=1.[Cl:11][S:12](O)(=[O:14])=[O:13]>>[Cl:11][S:12]([C:3]1[CH:4]=[C:5]([CH:9]=[CH:10][C:2]=1[OH:1])[C:6]([OH:8])=[O:7])(=[O:14])=[O:13]. Reactants: CNCCO, COCCOC, O=[N+]([O-])c1ccc(Oc2ccnc3cc(-c4ccc(CCl)cc4)sc23)c(F)c1. The product is CN(CCO)Cc1ccc(-c2cc3nccc(Oc4ccc([N+](=O)[O-])cc4F)c3s2)cc1. RXN SMILES: [CH3:29][NH:30][CH2:31][CH2:32][OH:33].[CH3:34][O:35][CH2:36][CH2:37][O:38][CH3:39].[Cl:1][CH2:2][c:3]1[cH:4][cH:5][c:6](-[c:9]2[cH:10][c:11]3[n:12][cH:13][cH:14][c:15]([O:18][c:19]4[c:20]([F:28])[cH:21][c:22]([N+:25](=[O:26])[O-:27])[cH:23][cH:24]4)[c:16]3[s:17]2)[cH:7][cH:8]1>>[CH2:2]([c:3]1[cH:4][cH:5][c:6](-[c:9]2[cH:10][c:11]3[n:12][cH:13][cH:14][c:15]([O:18][c:19]4[c:20]([F:28])[cH:21][c:22]([N+:25](=[O:26])[O-:27])[cH:23][cH:24]4)[c:16]3[s:17]2)[cH:7][cH:8]1)[N:30]([CH3:29])[CH2:31][CH2:32][OH:33]. The reactants are ClC=1C=CC2=C(C3=CC=CC=C3[N+](=C2C1)C)C(=O)OC (3-chloro-9-methoxycarbonyl-10-methyl-acridinium), C(C)O (ethanol), [BH4-].[K+] (potassium borohydride). Run in O (water), O (water). Conditions: temperature 25 celsius, time 30 minute. Product: ClC=1C=CC=2C(C3=CC=CC=C3N(C2C1)C)C(=O)OC (3-chloro-9-methoxycarbonyl-10-methyl-acridane). Reaction SMILES: [Cl:1][C:2]1[CH:3]=[CH:4][C:5]2[C:14]([CH:15]=1)=[N+:13]([CH3:16])[C:12]1[C:7](=[CH:8][CH:9]=[CH:10][CH:11]=1)[C:6]=2[C:17]([O:19][CH3:20])=[O:18].C(O)C.[BH4-].[K+]>O>[Cl:1][C:2]1[CH:3]=[CH:4][C:5]2[CH:6]([C:17]([O:19][CH3:20])=[O:18])[C:7]3[C:12]([N:13]([CH3:16])[C:14]=2[CH:15]=1)=[CH:11][CH:10]=[CH:9][CH:8]=3 |f:2.3|. Procedure details: 5.3 gm of the methosulfate of 3-chloro-9-methoxycarbonyl-10-methyl-acridinium were added to a mixture of 50 cc of ethanol and 2.5 cc of water and after the addition of 5.3 gm potassium borohydride while maintaining a 25°C temperature, the mixture was stirred for 30 minutes and poured into water. After stirring for 30 minutes, the mixture was extracted with ether and the ether phase was washed with water, dried over magnesium sulfate and distilled to dryness in vacuo. The residue was dissolved in... The reactants are C(C)(C)(C)OC(NC1=C(C=C(C(=C1)C)Cl)N)=O ((2-amino-4-chloro-5-methyl-phenyl)-carbamic acid tert-butyl ester), C(C)(C)(C)OC(CC(C1=CC(=CC=C1)C1=NC=CC=C1)=O)=O (3-oxo-3-(3-pyridin-2-yl-phenyl)-propionic acid tert-butyl ester). The product is C(C)(C)(C)OC(NC1=C(C=C(C(=C1)C)Cl)NC(CC(C1=CC(=CC=C1)C1=NC=CC=C1)=O)=O)=O ({4-Chloro-5-methyl-2-[3-oxo-3-(3-pyridin-2-yl-phenyl)-propionylamino]-phenyl}-carbamic acid tert-butyl ester), foam. Reaction SMILES: [C:1]([O:5][C:6](=[O:17])[NH:7][C:8]1[CH:13]=[C:12]([CH3:14])[C:11]([Cl:15])=[CH:10][C:9]=1[NH2:16])([CH3:4])([CH3:3])[CH3:2].C([O:22][C:23](=O)[CH2:24][C:25](=[O:38])[C:26]1[CH:31]=[CH:30][CH:29]=[C:28]([C:32]2[CH:37]=[CH:36][CH:35]=[CH:34][N:33]=2)[CH:27]=1)(C)(C)C>>[C:1]([O:5][C:6](=[O:17])[NH:7][C:8]1[CH:13]=[C:12]([CH3:14])[C:11]([Cl:15])=[CH:10][C:9]=1[NH:16][C:23](=[O:22])[CH2:24][C:25](=[O:38])[C:26]1[CH:31]=[CH:30][CH:29]=[C:28]([C:32]2[CH:37]=[CH:36][CH:35]=[CH:34][N:33]=2)[CH:27]=1)([CH3:4])([CH3:2])[CH3:3]. Procedure: The title compound was prepared from (2-amino-4-chloro-5-methyl-phenyl)-carbamic acid tert-butyl ester (Example J22) (193 mg, 0.75 mmol) and 3-oxo-3-(3-pyridin-2-yl-phenyl)-propionic acid tert-butyl ester (Example K3) (223 mg, 0.75 mmol) according to the general procedure M. Obtained as a light yellow foam (320 mg).